This data is from the Open Reaction Database (ORD), a public repository of structured organic reaction records. The task is: describe an organic reaction: reactants, conditions, products, and yield Starting materials: [Al+3], [H-], [H-], [H-], [H-], [Li+], [Na+], Nc1ccc(CC(=O)N2CCCC2)cc1, C1CCOC1, [OH-], O. The product is Nc1ccc(CCN2CCCC2)cc1. RXN SMILES: [Al+3:17].[H-:16].[H-:19].[H-:20].[H-:21].[Li+:18].[Na+:24].[O:1]=[C:2]([CH2:3][c:4]1[cH:5][cH:6][c:7]([NH2:8])[cH:9][cH:10]1)[N:11]1[CH2:12][CH2:13][CH2:14][CH2:15]1.[O:25]1[CH2:26][CH2:27][CH2:28][CH2:29]1.[OH-:23].[OH2:22]>>[CH2:2]([CH2:3][c:4]1[cH:5][cH:6][c:7]([NH2:8])[cH:9][cH:10]1)[N:11]1[CH2:12][CH2:13][CH2:14][CH2:15]1. Reactants: C(C)(=O)OO (peracetic acid), C(C(C)C)C1=CC=C(C=C1)C(C=O)C (2-(4-isobutylphenyl)-propionaldehyde), C(C)(=O)O (acetic acid), CC1=NC(=CC=C1)C (2,6-dimethyl pyridine), aldehyde. Solvent: C(C)(=O)OCC (ethyl acetate), C(C)(=O)OCC (ethyl acetate), C(C)(=O)OCC (ethyl acetate). Yields the product OC(=O)C(C)C1=CC=C(CC(C)C)C=C1 (ibuprofen). Yield: 92.2%. Reaction SMILES: [CH2:1]([C:5]1[CH:10]=[CH:9][C:8]([CH:11]([CH3:14])[CH:12]=[O:13])=[CH:7][CH:6]=1)[CH:2]([CH3:4])[CH3:3].C(O)(=[O:17])C.CC1C=CC=C(C)N=1.C(OO)(=O)C>C(OCC)(=O)C>[OH:13][C:12]([CH:11]([C:8]1[CH:7]=[CH:6][C:5]([CH2:1][CH:2]([CH3:4])[CH3:3])=[CH:10][CH:9]=1)[CH3:14])=[O:17]. Procedure details: To a stirred solution of 109 g (573 mmol) of 2-(4-isobutylphenyl)-propionaldehyde (ibuprofen aldehyde) in ethyl acetate (5 12 mL) cooled in a wet-ice bath (ca. 2° C.) was added concurrently 34.4 g (573 mmol) of glacial acetic acid and 61.4 g (573 mmol) of 2,6-dimethyl pyridine (2,6-lutidine). To this solution was then added slowly dropwise 276 mL (859 mmol) of a 23.7 weight percent solution of peracetic acid in ethyl acetate, at a rate slow enough such that the reaction temperature did not excee... Starting materials: Cl.C(C)OC(CN)=O (Glycine ethyl ester hydrochloride), C([O-])(O)=O.[Na+] (sodium bicarbonate), C(C)C1(CCCCCCC1)C(=O)Cl (1-Ethylcyclooctanecarbonyl chloride). The solvent is O (water), CCOCC (ether). The product is C(C)OC(CNC(=O)C1(CCCCCCC1)CC)=O (N-(1-ethylcyclooctanecarbonyl) glycine ethyl ester). As a reaction SMILES: Cl.[CH2:2]([O:4][C:5](=[O:8])[CH2:6][NH2:7])[CH3:3].C(=O)(O)[O-].[Na+].[CH2:14]([C:16]1([C:24](Cl)=[O:25])[CH2:23][CH2:22][CH2:21][CH2:20][CH2:19][CH2:18][CH2:17]1)[CH3:15]>O.CCOCC>[CH2:2]([O:4][C:5](=[O:8])[CH2:6][NH:7][C:24]([C:16]1([CH2:14][CH3:15])[CH2:17][CH2:18][CH2:19][CH2:20][CH2:21][CH2:22][CH2:23]1)=[O:25])[CH3:3] |f:0.1,2.3|. Procedure details: Glycine ethyl ester hydrochloride (0.04 mole) and sodium bicarbonate (0.08 mole) were dissolved in water (50 ml.). 1-Ethylcyclooctanecarbonyl chloride (1 g. 0.04 mole) in ether (20 ml.) was then added with stirring. The ether layer was separated, dried (MgSO4) and concentrated. The residue was recrystallised from 40°-60° petroleum ether to give N-(1-ethylcyclooctanecarbonyl) glycine ethyl ester mp. 65°-7°